This data is from the Open Reaction Database (ORD), a public repository of structured organic reaction records. The task is: describe an organic reaction: reactants, conditions, products, and yield Starting materials: O=C1Nc2ccc(S(=O)(=O)N3CCCC3COCc3ccccc3)cc2C12OCCCO2, CC(C)(C)[O-], CS(C)=O, CC(C)(C#N)CCl, [K+], O. The product is CC(C)(C#N)CN1C(=O)C2(OCCCO2)c2cc(S(=O)(=O)N3CCCC3COCc3ccccc3)ccc21. As a reaction SMILES: [CH2:11]([c:12]1[cH:13][cH:14][cH:15][cH:16][cH:17]1)[O:18][CH2:19][CH:20]1[N:21]([S:25](=[O:26])(=[O:27])[c:28]2[cH:29][c:30]3[c:31]([cH:32][cH:33]2)[NH:34][C:35](=[O:42])[C:36]32[O:37][CH2:38][CH2:39][CH2:40][O:41]2)[CH2:22][CH2:23][CH2:24]1.[CH3:1][C:2]([CH3:3])([O-:4])[CH3:5].[CH3:7][S:8]([CH3:9])=[O:10].[Cl:43][CH2:44][C:45]([C:46]#[N:47])([CH3:48])[CH3:49].[K+:6].[OH2:50]>>[CH2:11]([c:12]1[cH:13][cH:14][cH:15][cH:16][cH:17]1)[O:18][CH2:19][CH:20]1[N:21]([S:25](=[O:26])(=[O:27])[c:28]2[cH:29][c:30]3[c:31]([cH:32][cH:33]2)[N:34]([CH2:44][C:45]([C:46]#[N:47])([CH3:48])[CH3:49])[C:35](=[O:42])[C:36]32[O:37][CH2:38][CH2:39][CH2:40][O:41]2)[CH2:22][CH2:23][CH2:24]1.